Dataset: the Open Reaction Database (ORD), a public repository of structured organic reaction records. Task: describe an organic reaction: reactants, conditions, products, and yield Reactants: CN(C)CCN, COC(=O)c1nc(Cl)c(N)nc1N. Product: CN(C)CCNC(=O)c1nc(Cl)c(N)nc1N. As a reaction SMILES: [CH3:14][N:15]([CH2:16][CH2:17][NH2:18])[CH3:19].[CH3:1][O:2][C:3](=[O:4])[c:5]1[n:6][c:7]([Cl:13])[c:8]([NH2:12])[n:9][c:10]1[NH2:11]>>[C:3](=[O:4])([c:5]1[n:6][c:7]([Cl:13])[c:8]([NH2:12])[n:9][c:10]1[NH2:11])[NH:18][CH2:17][CH2:16][N:15]([CH3:14])[CH3:19]. Starting materials: CN1C2=NC(=NC(=C2N=C1CO)N1CCOCC1)N1C(=NC2=C1C=CC=C2)C ((9-methyl-2-(2-methyl-1H-benzo[d]imidazol-1-yl)-6-morpholino-9H-purin-8-yl)methanol), P(Br)(Br)Br (phosphorus tribromide). Solvent: C1CCOC1 (THF). Product: BrCC=1N(C2=NC(=NC(=C2N1)N1CCOCC1)N1C(=NC2=C1C=CC=C2)C)C (4-(8-(bromomethyl)-9-methyl-2-(2-methyl-1H-benzo[d]imidazol-1-yl)-9H-purin-6-yl)morpholine). RXN SMILES: [CH3:1][N:2]1[C:10]([CH2:11]O)=[N:9][C:8]2[C:3]1=[N:4][C:5]([N:19]1[C:23]3[CH:24]=[CH:25][CH:26]=[CH:27][C:22]=3[N:21]=[C:20]1[CH3:28])=[N:6][C:7]=2[N:13]1[CH2:18][CH2:17][O:16][CH2:15][CH2:14]1.P(Br)(Br)[Br:30]>C1COCC1>[Br:30][CH2:11][C:10]1[N:2]([CH3:1])[C:3]2[C:8]([N:9]=1)=[C:7]([N:13]1[CH2:18][CH2:17][O:16][CH2:15][CH2:14]1)[N:6]=[C:5]([N:19]1[C:23]3[CH:24]=[CH:25][CH:26]=[CH:27][C:22]=3[N:21]=[C:20]1[CH3:28])[N:4]=2. Procedure details: To crude (9-methyl-2-(2-methyl-1H-benzo[d]imidazol-1-yl)-6-morpholino-9H-purin-8-yl)methanol (6 g) in anhydrous THF (400 mL) was added phosphorus tribromide (2.7 mL). The reaction was monitored by LC/MS until complete. The heterogeneous reaction mixture was passed thru a Buchner funnel and the solid was collected and rinsed with thrice with water and twice with MeOH to get 2 g of crude 4-(8-(bromomethyl)-9-methyl-2-(2-methyl-1H-benzo[d]imidazol-1-yl)-9H-purin-6-yl)morpholine of which 50 mg was r... The reactants are [N+](=O)([O-])C1=CC=CC=C1 (nitrobenzene), NC1=CC=CC=C1 (aniline). Yields the product C1(=CC=CC=C1)O (phenol), C1(CCCCC1)=O (cyclohexanone). RXN SMILES: [N+](C1C=CC=CC=1)([O-])=[O:2].N[C:11]1[CH:16]=[CH:15][CH:14]=[CH:13][CH:12]=1>>[C:11]1([OH:2])[CH:16]=[CH:15][CH:14]=[CH:13][CH:12]=1.[C:11]1(=[O:2])[CH2:16][CH2:15][CH2:14][CH2:13][CH2:12]1. Procedure: Examples of reactions which can be carried out particularly expediently in the reactors according to the invention are, without this listing being exhaustive: dehydrogenations, for example, of cyclohexylidene-aniline to give diphenylamine and of cyclohexenyl-cyclohexanone to give o-phenylphenol; hydrogenations, for example, of nitrobenzene to give aniline and of phenol to give cyclohexanone; oxidative alcohol dehydrogenations, for example, of 3-methyl-3-buten-1-ol to give 3-methyl-2-buten-1-al; ... Starting materials: ClC=1C(=NC=C(C(=O)O)C1)Cl (5,6-Dichloro-nicotinic acid), C(C)(C)(C)OC(=O)N1CCNCC1 (piperazine-1-carboxylic acid tert-butyl ester). The product is C(C)(C)(C)OC(=O)N1CCN(CC1)C1=NC=C(C=C1Cl)C(=O)O (4-(5-Carboxy-3chloro-pyridin-2-yl)-piperazine-1-carboxylic acid tert-butyl ester). RXN SMILES: [Cl:1][C:2]1[C:3](Cl)=[N:4][CH:5]=[C:6]([CH:10]=1)[C:7]([OH:9])=[O:8].[C:12]([O:16][C:17]([N:19]1[CH2:24][CH2:23][NH:22][CH2:21][CH2:20]1)=[O:18])([CH3:15])([CH3:14])[CH3:13]>>[C:12]([O:16][C:17]([N:19]1[CH2:24][CH2:23][N:22]([C:3]2[C:2]([Cl:1])=[CH:10][C:6]([C:7]([OH:9])=[O:8])=[CH:5][N:4]=2)[CH2:21][CH2:20]1)=[O:18])([CH3:15])([CH3:13])[CH3:14]. Procedure: 5,6-Dichloro-nicotinic acid (5.0 g, 0.026 mol, Aldrich) reacted with piperazine-1-carboxylic acid tert-butyl ester (4.87 g, 0.026 mol, Aldrich) under the conditions of Example 3a to give the title compound as yellow semi-solid, which was used in the next step without further purification. MS (ESI, neg. ion) m/z: 340 (M-1). Starting materials: O=[N+]([O-])c1c(Cl)nc2ccccc2c1NCc1ccccc1, CC#N. Product: Nc1c(Cl)nc2ccccc2c1NCc1ccccc1. RXN SMILES: [CH2:1]([c:2]1[cH:3][cH:4][cH:5][cH:6][cH:7]1)[NH:8][c:9]1[c:10]([N+:20]([O-:21])=[O:22])[c:11]([Cl:19])[n:12][c:13]2[cH:14][cH:15][cH:16][cH:17][c:18]12.[CH3:23][C:24]#[N:25]>>[CH2:1]([c:2]1[cH:3][cH:4][cH:5][cH:6][cH:7]1)[NH:8][c:9]1[c:10]([NH2:20])[c:11]([Cl:19])[n:12][c:13]2[cH:14][cH:15][cH:16][cH:17][c:18]12. Starting materials: O=S1CCN(c2nc(Cl)nc3c(SCc4ccccc4)ncnc23)CC1, CC(C)(N)CO, C1COCCO1. Product: CC(C)(CO)Nc1nc(N2CCS(=O)CC2)c2ncnc(SCc3ccccc3)c2n1. RXN SMILES: [CH2:1]([c:2]1[cH:3][cH:4][cH:5][cH:6][cH:7]1)[S:8][c:9]1[n:10][cH:11][n:12][c:13]2[c:14]1[n:15][c:16]([Cl:26])[n:17][c:18]2[N:19]1[CH2:20][CH2:21][S:22](=[O:25])[CH2:23][CH2:24]1.[NH2:27][C:28]([CH2:29][OH:30])([CH3:31])[CH3:32].[O:33]1[CH2:34][CH2:35][O:36][CH2:37][CH2:38]1>>[CH2:1]([c:2]1[cH:3][cH:4][cH:5][cH:6][cH:7]1)[S:8][c:9]1[n:10][cH:11][n:12][c:13]2[c:14]1[n:15][c:16]([NH:27][C:28]([CH2:29][OH:30])([CH3:31])[CH3:32])[n:17][c:18]2[N:19]1[CH2:20][CH2:21][S:22](=[O:25])[CH2:23][CH2:24]1. Run at temperature 80 celsius. Starting materials: COC=1C(=C2C(=CC=NC2=C(C1)[N+](=O)[O-])C)OCCCCCC1=CC=CC=C1 (6-methoxy-4-methyl-5-(5-phenylpentoxy)-8-nitroquinoline), CC(=O)O (HOAc), O(CCCC)CCCC (Bu2O). Reported procedure: A stirred mixture of 6-methoxy-4-methyl-5-(5-phenylpentoxy)-8-nitroquinoline (9.0 g, 0.024 mole), degreased 40 mesh Fe filings (22.5 g), H2O (90 ml), HOAc (18 ml) and Bu2O (18 ml) was heated at 80° C. for 1 h, cooled, diluted with H2O and filtered. The dark solid was thoroughly extracted with warm Et2O (total, Ca. 500 ml) and the extract was dried (Na2SO4), treated with charcoal and concentrated. The resulting dark brown oil was crystallized from pet ether to give 7.3 g (87%) of 8-Amino-6-methox... Product: NC=1C=C(C(=C2C(=CC=NC12)C)OCCCCCC1=CC=CC=C1)OC (8-Amino-6-methoxy-4-methyl-5-(5-phenylpentoxy)quinoline). RXN SMILES: [CH3:1][O:2][C:3]1[C:4]([O:17][CH2:18][CH2:19][CH2:20][CH2:21][CH2:22][C:23]2[CH:28]=[CH:27][CH:26]=[CH:25][CH:24]=2)=[C:5]2[C:10](=[C:11]([N+:13]([O-])=O)[CH:12]=1)[N:9]=[CH:8][CH:7]=[C:6]2[CH3:16].CC(O)=O.O(CCCC)CCCC>O.[Fe]>[NH2:13][C:11]1[CH:12]=[C:3]([O:2][CH3:1])[C:4]([O:17][CH2:18][CH2:19][CH2:20][CH2:21][CH2:22][C:23]2[CH:28]=[CH:27][CH:26]=[CH:25][CH:24]=2)=[C:5]2[C:10]=1[N:9]=[CH:8][CH:7]=[C:6]2[CH3:16]. The reagents and catalysts are [Fe] (Fe). Run in O (H2O), O (H2O). Yield: 86.8%. Reactants: [O-2].[Cd+2] (Cadmium oxide), C(CCCCCCCCCCC)C(=O)O (dodecylcarboxylic acid). Reaction conditions: temperature 90 celsius. Yields the product C(CCCCCCCCCCC)C(=O)[O-].[Cd+2].C(CCCCCCCCCCC)C(=O)[O-] (cadmium dodecylcarboxylate). RXN SMILES: [O-2].[Cd+2:2].[CH2:3]([C:15]([OH:17])=[O:16])[CH2:4][CH2:5][CH2:6][CH2:7][CH2:8][CH2:9][CH2:10][CH2:11][CH2:12][CH2:13][CH3:14]>>[CH2:3]([C:15]([O-:17])=[O:16])[CH2:4][CH2:5][CH2:6][CH2:7][CH2:8][CH2:9][CH2:10][CH2:11][CH2:12][CH2:13][CH3:14].[Cd+2:2].[CH2:3]([C:15]([O-:17])=[O:16])[CH2:4][CH2:5][CH2:6][CH2:7][CH2:8][CH2:9][CH2:10][CH2:11][CH2:12][CH2:13][CH3:14] |f:0.1,3.4.5|. Reported procedure: Cadmium oxide (0.127 g, 1 mmol) and dodecylcarboxylic acid (0.500 g) were reacted at 220° C. for 10 min, cooled to 90° C., then a cadmium dodecylcarboxylate (precursor) was formed. Into said system, toluene (10 ml), trioctylphosphine oxide (3.866 g) and trioctylphosphine (3.7 g) were added. Then a 0.05M aqueous solution of sodium sulfide (10 ml) was added. After the system was reacted at 90° C. for 3 h, a clear yellow sol containing CdS nanoparticles was obtained. Said sol has a typical exciton ... Reactants: COC(CC1=CC=C(C=C1)C1=NOC(=N1)C(F)(F)F)=O ([4-(5-Trifluoromethyl-[1,2,4]oxadiazol-3-yl)-phenyl]-acetic acid methyl ester), Cl (HCl). Solvent: C1CCOC1 (THF). Conditions: time 24 hour. Product: FC(C1=NC(=NO1)C1=CC=C(C=C1)CC(=O)O)(F)F ([4-(5-trifluoromethyl-[1,2,4]oxadiazol-3-yl)-phenyl]-acetic acid). RXN SMILES: C[O:2][C:3](=[O:20])[CH2:4][C:5]1[CH:10]=[CH:9][C:8]([C:11]2[N:15]=[C:14]([C:16]([F:19])([F:18])[F:17])[O:13][N:12]=2)=[CH:7][CH:6]=1.Cl>C1COCC1>[F:18][C:16]([F:17])([F:19])[C:14]1[O:13][N:12]=[C:11]([C:8]2[CH:7]=[CH:6][C:5]([CH2:4][C:3]([OH:20])=[O:2])=[CH:10][CH:9]=2)[N:15]=1. Reported procedure: [4-(5-Trifluoromethyl-[1,2,4]oxadiazol-3-yl)-phenyl]-acetic acid methyl ester (1.333 g, 4.66 mmol) was dissolved in THF (8.28 mL) and 4 M HCl (12.42 mL) added. The mixture was stirred at RT for 24 h. The reaction mixture was then stirred for 29 h at 60° C. The solvent was removed by rotary evaporation. To ensure complete removal of the HCl, the product was dissolved in Toluene and evaporated again 3 times. The substance was then dissolved in water:acetonitrile 1:1 and lyophilised over the weeken... Starting materials: BrC1=CC=C(S1)C=O (5-bromothiophene-2-carbaldehyde), COC1=CC=C(C=C1)B(O)O ((4-methoxyphenyl)boronic acid), C(=O)([O-])[O-].[Na+].[Na+] (Na2CO3). The reagents and catalysts are C=1C=CC(=CC1)[P](C=2C=CC=CC2)(C=3C=CC=CC3)[Pd]([P](C=4C=CC=CC4)(C=5C=CC=CC5)C=6C=CC=CC6)([P](C=7C=CC=CC7)(C=8C=CC=CC8)C=9C=CC=CC9)[P](C=1C=CC=CC1)(C=1C=CC=CC1)C=1C=CC=CC1 (Pd(PPh3)4). Solvent: C1(=CC=CC=C1)C (toluene), C(C)O (ethanol). Conditions: temperature 60 celsius. Product: COC1=CC=C(C=C1)C1=CC=C(S1)C=O (5-(4-methoxyphenyl)thiophene-2-carbaldehyde), solid. Yield: 87.7%. RXN SMILES: Br[C:2]1[S:6][C:5]([CH:7]=[O:8])=[CH:4][CH:3]=1.[CH3:9][O:10][C:11]1[CH:16]=[CH:15][C:14](B(O)O)=[CH:13][CH:12]=1.C([O-])([O-])=O.[Na+].[Na+]>C1(C)C=CC=CC=1.C(O)C.C1C=CC([P]([Pd]([P](C2C=CC=CC=2)(C2C=CC=CC=2)C2C=CC=CC=2)([P](C2C=CC=CC=2)(C2C=CC=CC=2)C2C=CC=CC=2)[P](C2C=CC=CC=2)(C2C=CC=CC=2)C2C=CC=CC=2)(C2C=CC=CC=2)C2C=CC=CC=2)=CC=1>[CH3:9][O:10][C:11]1[CH:16]=[CH:15][C:14]([C:2]2[S:6][C:5]([CH:7]=[O:8])=[CH:4][CH:3]=2)=[CH:13][CH:12]=1 |f:2.3.4,^1:39,41,60,79|. Reported procedure: To a stirred solution of 5-bromothiophene-2-carbaldehyde (1 g, 5.2 mmol) in toluene (40 mL) and ethanol (20 mL) was added (4-methoxyphenyl)boronic acid (1.59 g, 10.4 mmol), 2M Na2CO3 (14.7 mL), and Pd(PPh3)4 (60 mg, 0.05 mmol). The reaction was purged with argon and heated at 60° C. for about 5 h. The reaction mixture was concentrated, diluted with water (100 mL), and extracted with ethyl acetate (2×200 mL). The combined organic extracts were washed with brine solution (20 mL), the organic layer...